Task: describe an organic reaction: reactants, conditions, products, and yield. Dataset: the Open Reaction Database (ORD), a public repository of structured organic reaction records Starting materials: NC1=NC=C(C(=C1[N+](=O)[O-])N1CCN(CC1)CC(=O)NC=1SC=CN1)Br (2-(4-(2-amino-5-bromo-3-nitropyridin-4-yl)piperazin-1-yl)-N-(thiazol-2-yl)acetamide), C(C1=CC=CC=C1)C1CCNCC1 (4-benzylpiperidine), BrC=1C(=C(C(=NC1)N)[N+](=O)[O-])Cl (5-bromo-4-chloro-3-nitropyridin-2-amine), CCN(C(C)C)C(C)C (DIPEA). Solvent: C(C)(C)O (isopropanol). The product is C(C1=CC=CC=C1)C1CCN(CC1)C1=C(C(=NC=C1Br)N)[N+](=O)[O-] (4-(4-Benzylpiperidin-1-yl)-5-bromo-3-nitropyridin-2-amine). Yield: 72.0%. RXN SMILES: [NH2:1][C:2]1[C:7]([N+:8]([O-:10])=[O:9])=[C:6]([N:11]2[CH2:16][CH2:15]N(CC(NC3SC=CN=3)=O)[CH2:13][CH2:12]2)[C:5]([Br:26])=[CH:4][N:3]=1.BrC1C(Cl)=C([N+]([O-])=O)C(N)=NC=1.CCN(C(C)C)C(C)C.[CH2:48]([CH:55]1CCNCC1)[C:49]1[CH:54]=[CH:53][CH:52]=[CH:51][CH:50]=1>C(O)(C)C>[CH2:48]([CH:55]1[CH2:13][CH2:12][N:11]([C:6]2[C:5]([Br:26])=[CH:4][N:3]=[C:2]([NH2:1])[C:7]=2[N+:8]([O-:10])=[O:9])[CH2:16][CH2:15]1)[C:49]1[CH:54]=[CH:53][CH:52]=[CH:51][CH:50]=1. Reported procedure: This was prepared using the same procedure as for 2-(4-(2-amino-5-bromo-3-nitropyridin-4-yl)piperazin-1-yl)-N-(thiazol-2-yl)acetamide, but here using 5-bromo-4-chloro-3-nitropyridin-2-amine (1.00 g, 3.96 mmol), DIPEA (3.5 eq, 13.86 mmol, 2.41 mL), isopropanol (20 mL) and 4-benzylpiperidine (1.1 eq, 4.36 mmol, 0.77 mL). Concentration in vacuo to half volume after 18 h gave a bright yellow solid, which was filtered and washed with cold water (2×5 mL) to give the product (1.12 g, 72%) as a yellow s... Starting materials: COC(=O)COc1c(C(=O)CCc2ccc(OC)cc2)ccc(OC)c1CCC(C)C, CO, Cl, [K+], [OH-]. Yields the product COc1ccc(CCC(=O)c2ccc(OC)c(CCC(C)C)c2OCC(=O)O)cc1. As a reaction SMILES: [CH3:1][O:2][c:3]1[c:4]([CH2:27][CH2:28][CH:29]([CH3:30])[CH3:31])[c:5]([O:21][CH2:22][C:23](=[O:24])[O:25][CH3:26])[c:6]([C:9]([CH2:10][CH2:11][c:12]2[cH:13][cH:14][c:15]([O:18][CH3:19])[cH:16][cH:17]2)=[O:20])[cH:7][cH:8]1.[CH3:35][OH:36].[ClH:34].[K+:33].[OH-:32]>>[CH3:1][O:2][c:3]1[c:4]([CH2:27][CH2:28][CH:29]([CH3:30])[CH3:31])[c:5]([O:21][CH2:22][C:23](=[O:24])[OH:25])[c:6]([C:9]([CH2:10][CH2:11][c:12]2[cH:13][cH:14][c:15]([O:18][CH3:19])[cH:16][cH:17]2)=[O:20])[cH:7][cH:8]1. Starting materials: N1=CC=C(C=C1)C1=C(NN=C1)C1=CC=C(OCC2=NC3=CC=CC=C3C=C2)C=C1 (2-[-4-(4-Pyridin-4-yl-2H-pyrazol-3-yl)-phenoxymethyl}-quinoline), FC1=C(C=CC(=C1)OCC1=NC2=CC=CC=C2C=C1)C(CC1=CC=NC=C1)=O (1-{2-Fluoro-4-(quinolin-2-ylmethoxy)-phenyl}-2-pyridin-4-yl-ethanone). Yields the product FC=1C=C(OCC2=NC3=CC=CC=C3C=C2)C=CC1C1=NNC=C1C1=CC=NC=C1 (2-[3-Fluoro-4-(4-pyridin-4-yl-1H-pyrazol-3-yl)-phenoxymethyl]-quinoline). Reaction SMILES: [N:1]1[CH:6]=[CH:5][C:4]([C:7]2[CH:11]=[N:10][NH:9][C:8]=2[C:12]2[CH:29]=[CH:28][C:15]([O:16][CH2:17][C:18]3[CH:27]=[CH:26][C:25]4[C:20](=[CH:21][CH:22]=[CH:23][CH:24]=4)[N:19]=3)=[CH:14][CH:13]=2)=[CH:3][CH:2]=1.[F:30]C1C=C(OCC2C=CC3C(=CC=CC=3)N=2)C=CC=1C(=O)CC1C=CN=CC=1>>[F:30][C:29]1[CH:28]=[C:15]([CH:14]=[CH:13][C:12]=1[C:8]1[C:7]([C:4]2[CH:3]=[CH:2][N:1]=[CH:6][CH:5]=2)=[CH:11][NH:10][N:9]=1)[O:16][CH2:17][C:18]1[CH:27]=[CH:26][C:25]2[C:20](=[CH:21][CH:22]=[CH:23][CH:24]=2)[N:19]=1. Procedure: Following the procedure for the preparation of 2-[-4-(4-Pyridin-4-yl-2H-pyrazol-3-yl)-phenoxymethyl}-quinoline but substituting 1-{2-Fluoro-4-(quinolin-2-ylmethoxy)-phenyl}-2-pyridin-4-yl-ethanone provided the title compound. 1H NMR (400 MHz, CDCl3) δ 8.47 (d, J=6.5 Hz, 2H), 8.22 (d, J=8.3 Hz, 1H), 8.08 (d, J=8.7 Hz, 1 H), 7.84 (s, 1H), 7.82 (m, 1H), 7.74 (m, 1H), 7.65 (d, J=8.7 Hz, 1 H), 7.55 (m, 1 H), 7.25 (m, 1 H), 7.18 (d, J=6.2 HZ, 2H), 6.85 (d, J=10.9, 2 H), 5.38 (s, 2 H); MS: (M+H m/z=397... The reactants are O=C[C@H](O)[C@@H](O)[C@H](O)[C@H](O)CO (Glucose), C1=CC(=C[N+](=C1)[C@H]2[C@@H]([C@@H]([C@H](O2)COP(=O)(O)OP(=O)(O)OC[C@@H]3[C@H]([C@H]([C@@H](O3)N4C=NC5=C4N=CN=C5N)OP(=O)(O)O)O)O)O)C(=O)N (NADP), ClCC(CC(=O)OC)=O (methyl 4-chloroacetoacetate), [OH-].[Na+] (sodium hydroxide). Solvent: 2. Conditions: temperature 30 celsius, time 13 hour. Yields the product ClC[C@H](CC(=O)OC)O (methyl (S)-4-chloro-3-hydroxybutyrate). Isolated yield 95.0%. As a reaction SMILES: O=C[C@@H]([C@H]([C@@H]([C@@H](CO)O)O)O)O.C1C=[N+]([C@@H]2O[C@H](COP(OP(OC[C@H]3O[C@@H](N4C5N=CN=C(N)C=5N=C4)[C@H](OP(O)(O)=O)[C@@H]3O)(O)=O)(O)=O)[C@@H](O)[C@H]2O)C=C(C(N)=O)C=1.[Cl:61][CH2:62][C:63](=[O:69])[CH2:64][C:65]([O:67][CH3:68])=[O:66].[OH-].[Na+]>>[Cl:61][CH2:62][C@@H:63]([OH:69])[CH2:64][C:65]([O:67][CH3:68])=[O:66] |f:3.4|. Reported procedure: The recombinant E. coli HB101(pNTS1G) obtained in Example 10 was inoculated in 100 ml of a 2×YT medium sterilized in a 500 ml Sakaguchi flask, and cultured with agitation at 37° C. for 13 hours. Glucose, 7.2 g, 3.2 mg of NADP, and then 4 g of methyl 4-chloroacetoacetate were added to 50 ml of the resultant culture. The culture was stirred at 30° C. while being adjusted at pH 6.5 with a 5 M sodium hydroxide solution to allow for reaction for 24 hours. After the reaction, the reaction solution was... The reactants are C(#N)C1=CC=C(C=C1)CC(C(=O)O)C1CCCCC1 (3-(4-cyano-phenyl)-2-(R,S)-cyclohexyl-propionic acid), COC([C@H](C1CCCCC1)N)=O ((S)-amino-cyclohexyl-acetic acid methyl ester), C(C)(C)N(CC)C(C)C (diisopropylethylamine), ON1N=NC2=C(C1=O)C=CC=C2 (3-hydroxy-3H-benzo[d][1,2,3]triazin-4-one), C1(CCCCC1)N=C=NC1CCCCC1 (dicyclohexyl-carbodiimide), NC(=O)N (urea). Solvent: CN(C=O)C (dimethylformamide), C1(=CC=CC=C1)C (toluene). Run at time 36 hour. The product is COC([C@H](C1CCCCC1)NC(C(CC1=CC=C(C=C1)C#N)C1CCCCC1)=O)=O ([3-(4-Cyano-phenyl)-2-(R,S)-cyclohexyl-propionylamino]-(S)-cyclohexyl-acetic acid methyl ester). Isolated yield 76.1%. RXN SMILES: [C:1]([C:3]1[CH:8]=[CH:7][C:6]([CH2:9][CH:10]([CH:14]2[CH2:19][CH2:18][CH2:17][CH2:16][CH2:15]2)[C:11]([OH:13])=O)=[CH:5][CH:4]=1)#[N:2].[CH3:20][O:21][C:22](=[O:31])[C@@H:23]([NH2:30])[CH:24]1[CH2:29][CH2:28][CH2:27][CH2:26][CH2:25]1.C(N(C(C)C)CC)(C)C.ON1C(=O)C2C=CC=CC=2N=N1.C1(N=C=NC2CCCCC2)CCCCC1.NC(N)=O>C1(C)C=CC=CC=1.CN(C)C=O>[CH3:20][O:21][C:22](=[O:31])[C@@H:23]([NH:30][C:11](=[O:13])[CH:10]([CH:14]1[CH2:19][CH2:18][CH2:17][CH2:16][CH2:15]1)[CH2:9][C:6]1[CH:5]=[CH:4][C:3]([C:1]#[N:2])=[CH:8][CH:7]=1)[CH:24]1[CH2:25][CH2:26][CH2:27][CH2:28][CH2:29]1. Reported procedure: A solution of 3-(4-cyano-phenyl)-2-(R,S)-cyclohexyl-propionic acid (8.8 g, 34.2 mmol, prepared as described in example 1d), (S)-amino-cyclohexyl-acetic acid methyl ester (6.27 g, 36.6 mmol), diisopropylethylamine (6.8 ml, 40.0 mmol), 3-hydroxy-3H-benzo[d][1,2,3]triazin-4-one (1.40 g, 8.6 mmol), and dimethylformamide (200 ml) was cooled to 10° C. A solution of dicyclohexyl-carbodiimide (8.26 g, 40.0 mmol) in toluene (8 ml) was added dropwise over a period of 3 hours and the reaction mixture was s...